From a dataset of the Open Reaction Database (ORD), a public repository of structured organic reaction records. describe an organic reaction: reactants, conditions, products, and yield Yields the product COC(=O)c1nc(N2CCc3cccc(C(=O)N=c4sc5ccccc5n4COCC[Si](C)(C)C)c3C2)sc1Cc1cc(-c2cscc2C#N)ccc1O. Reactants: CCOC(=O)c1nc(N2CCc3cccc(C(=O)N(COCC[Si](C)(C)C)c4nc5ccccc5s4)c3C2)sc1-c1ccc(COc2ccc(-c3nn(C(=O)OC(C)(C)C)c(N)c3C#N)cc2)cc1, CC(C)(C)OC(=O)n1nc(-c2ccc(O)cc2)c(C#N)c1N, N#Cc1cscc1-c1ccc(O)cc1, COC(=O)c1nc(N2CCc3cccc(C(=O)N=c4sc5ccccc5n4COCC[Si](C)(C)C)c3C2)sc1CO. RXN SMILES: [NH2:1][c:2]1[n:3]([C:4]([O:5][C:6]([CH3:7])([CH3:8])[CH3:9])=[O:10])[n:11][c:12](-[c:13]2[cH:14][cH:15][c:16]([O:17][CH2:18][c:19]3[cH:20][cH:21][c:22](-[c:23]4[s:24][c:25]([N:26]5[CH2:27][CH2:28][c:29]6[c:30]([c:31]([C:32](=[O:33])[N:34]([c:35]7[s:36][c:37]8[cH:38][cH:39][cH:40][cH:41][c:42]8[n:43]7)[CH2:44][O:45][CH2:46][CH2:47][Si:48]([CH3:49])([CH3:50])[CH3:51])[cH:52][cH:53][cH:54]6)[CH2:55]5)[n:56][c:57]4[C:58]([O:59][CH2:60][CH3:61])=[O:62])[cH:63][cH:64]3)[cH:65][cH:66]2)[c:67]1[C:68]#[N:69].[NH2:70][c:71]1[n:72]([C:73]([O:74][C:75]([CH3:76])([CH3:77])[CH3:78])=[O:79])[n:80][c:81](-[c:82]2[cH:83][cH:84][c:85]([OH:86])[cH:87][cH:88]2)[c:89]1[C:90]#[N:91].[OH:133][c:134]1[cH:135][cH:136][c:137](-[c:140]2[c:141]([C:145]#[N:146])[cH:142][s:143][cH:144]2)[cH:138][cH:139]1.[OH:92][CH2:93][c:94]1[c:95]([C:129](=[O:130])[O:131][CH3:132])[n:96][c:97]([N:99]2[CH2:100][c:101]3[c:102]([C:109]([N:110]=[c:111]4[s:112][c:113]5[c:114]([n:115]4[CH2:116][O:117][CH2:118][CH2:119][Si:120]([CH3:121])([CH3:122])[CH3:123])[cH:124][cH:125][cH:126][cH:127]5)=[O:128])[cH:103][cH:104][cH:105][c:106]3[CH2:107][CH2:108]2)[s:98]1>>[CH2:93]([c:94]1[c:95]([C:129](=[O:130])[O:131][CH3:132])[n:96][c:97]([N:99]2[CH2:100][c:101]3[c:102]([C:109]([N:110]=[c:111]4[s:112][c:113]5[c:114]([n:115]4[CH2:116][O:117][CH2:118][CH2:119][Si:120]([CH3:121])([CH3:122])[CH3:123])[cH:124][cH:125][cH:126][cH:127]5)=[O:128])[cH:103][cH:104][cH:105][c:106]3[CH2:107][CH2:108]2)[s:98]1)[c:139]1[c:134]([OH:133])[cH:135][cH:136][c:137](-[c:140]2[c:141]([C:145]#[N:146])[cH:142][s:143][cH:144]2)[cH:138]1. Starting materials: C(C)(=O)O[BH-](OC(C)=O)OC(C)=O.[Na+] (sodium triacetoxyborohydride), C(=O)C1=C2C=CN(C2=CC=C1OC[C@@H](C)NC(OC(C)(C)C)=O)S(=O)(=O)C1=CC=CC=C1 (tert-Butyl ((1R)-2-{[4-formyl-1-(phenylsulfonyl)-1H-indol-5-yl]oxy}-1-methylethyl)carbamate), C(=O)C1=C2C=CN(C2=CC=C1OC[C@@H](C)NC(OC(C)(C)C)=O)S(=O)(=O)C1=CC=CC=C1 (tert-Butyl ((1R)-2-{[4-formyl-1-(phenylsulfonyl)-1H-indol-5-yl]oxy}-1-methylethyl)carbamate), C(=O)(C(F)(F)F)O (TFA). Run in C(Cl)Cl (DCM). Conditions: time 1 hour. The product is C[C@@H]1COC=2C(=C3C=CN(C3=CC2)S(=O)(=O)C2=CC=CC=C2)CN1 ((3R)-3-Methyl-8-(phenylsulfonyl)-1,3,4,8-tetrahydro-2H-[1,4]oxazepino[6,7-e]indole). The yield is 83.9%. RXN SMILES: C([C:3]1[C:11]([O:12][CH2:13][C@H:14]([NH:16][C:17](=O)OC(C)(C)C)[CH3:15])=[CH:10][CH:9]=[C:8]2[C:4]=1[CH:5]=[CH:6][N:7]2[S:24]([C:27]1[CH:32]=[CH:31][CH:30]=[CH:29][CH:28]=1)(=[O:26])=[O:25])=O.C(O)(C(F)(F)F)=O.C(O[BH-](OC(=O)C)OC(=O)C)(=O)C.[Na+]>C(Cl)Cl>[CH3:15][C@H:14]1[NH:16][CH2:17][C:3]2=[C:4]3[C:8](=[CH:9][CH:10]=[C:11]2[O:12][CH2:13]1)[N:7]([S:24]([C:27]1[CH:28]=[CH:29][CH:30]=[CH:31][CH:32]=1)(=[O:25])=[O:26])[CH:6]=[CH:5]3 |f:2.3|. Procedure details: tert-Butyl ((1R)-2-{[4-formyl-1-(phenylsulfonyl)-1H-indol-5-yl]oxy}-1-methylethyl)carbamate (Intermediate 19, 0.040 g, 0.087 mmol) was dissolved in DCM (2 mL) and TFA (0.5 mL) was added. The mixture was stirred for 1 hour at room temperature and evaporated. The residue was dissolved in THF (2 mL) and sodium triacetoxyborohydride (37.0 mg, 0.176 mmol) was added. The mixture was stirred for 1 hour, evaporated and purified by flash chromatography using 2.5%-5% MeOH in DCM as the eluent to give the ... The reactants are FC(C1=CC(=NC=2N1N=CC2C(=O)O)C2=CC=C(C=C2)C(F)(F)F)F (7-difluoromethyl-5-(4-trifluoromethyl-phenyl)-pyrazolo[1,5-a]pyrimidine-3-carboxylic acid), C(C)(C)(C)OC(NCCNS(=O)(=O)C=1SC(=C(C1)[N+](=O)[O-])Cl)=O ([2-(5-chloro-4-nitro-thiophene-2-sulfonylamino)-ethyl]-carbamic acid tert-butyl ester). Product: NCCNS(=O)(=O)C1=CC(=C(S1)Cl)NC(=O)C=1C=NN2C1N=C(C=C2C(F)F)C2=CC=C(C=C2)C(F)(F)F (7-Difluoromethyl-5-(4-trifluoromethyl-phenyl)-pyrazolo[1,5-a]pyrimidine-3-carboxylic acid [5-(2-amino-ethylsulfamoyl)-2-chloro-thiophen-3-yl]-amide). As a reaction SMILES: [F:1][CH:2]([F:25])[C:3]1[N:8]2[N:9]=[CH:10][C:11]([C:12](O)=[O:13])=[C:7]2[N:6]=[C:5]([C:15]2[CH:20]=[CH:19][C:18]([C:21]([F:24])([F:23])[F:22])=[CH:17][CH:16]=2)[CH:4]=1.C(OC(=O)[NH:32][CH2:33][CH2:34][NH:35][S:36]([C:39]1[S:40][C:41]([Cl:47])=[C:42]([N+:44]([O-])=O)[CH:43]=1)(=[O:38])=[O:37])(C)(C)C>>[NH2:32][CH2:33][CH2:34][NH:35][S:36]([C:39]1[S:40][C:41]([Cl:47])=[C:42]([NH:44][C:12]([C:11]2[CH:10]=[N:9][N:8]3[C:3]([CH:2]([F:25])[F:1])=[CH:4][C:5]([C:15]4[CH:16]=[CH:17][C:18]([C:21]([F:24])([F:23])[F:22])=[CH:19][CH:20]=4)=[N:6][C:7]=23)=[O:13])[CH:43]=1)(=[O:37])=[O:38]. Reported procedure: The title compound was prepared from 7-difluoromethyl-5-(4-trifluoromethyl-phenyl)-pyrazolo[1,5-a]pyrimidine-3-carboxylic acid (example C.1) and [2-(4-amino-5-chloro-thiophene-2-sulfonylamino)-ethyl]-carbamic acid tert-butyl ester (example B.17) according to general procedure II and subsequent removal of the protecting group with trifluoroacetic acid in dichloromethane at 0° C. for 3 h. Orange solid. MS (ISP) 595.0 [(M+H)+]; mp 150° C. Reactants: N1=CC=CC=2CCCC(C12)=O (6,7-dihydro-5H-quinolin-8-one), N1C=NC(=C1)CCN (2-(1H-imidazol-4-yl)-ethylamine). Solvent: CO (MeOH), [BH4-].[Na+] (NaBH4). Product: N1C=NC(=C1)CCNC1CCCC=2C=CC=NC12 ([2-(1H-imidazol-4-yl)-ethyl]-(5,6,7,8-tetrahydro-quinolin-8-yl)-amine). As a reaction SMILES: [N:1]1[C:10]2[C:9](=O)[CH2:8][CH2:7][CH2:6][C:5]=2[CH:4]=[CH:3][CH:2]=1.[NH:12]1[CH:16]=[C:15]([CH2:17][CH2:18][NH2:19])[N:14]=[CH:13]1>CO.[BH4-].[Na+]>[NH:12]1[CH:16]=[C:15]([CH2:17][CH2:18][NH:19][CH:9]2[C:10]3[N:1]=[CH:2][CH:3]=[CH:4][C:5]=3[CH2:6][CH2:7][CH2:8]2)[N:14]=[CH:13]1 |f:3.4|. Procedure details: Using General Procedure B: Reaction of 6,7-dihydro-5H-quinolin-8-one in MeOH, 2-(1H-imidazol-4-yl)-ethylamine and NaBH4 gave [2-(1H-imidazol-4-yl)-ethyl]-(5,6,7,8-tetrahydro-quinolin-8-yl)-amine. 1H NMR (CDCl3) δ 1.75 (m, 2H), 1.91 (m, 1H), 2.10 (m, 1H), 2.72 (q, 2H, J=8.6 Hz), 2.82 (q, 2H, J=10.0 Hz), 3.01 (t, 2H, J=6.6 Hz), 3.81 (t, 1H, J=6.1 Hz), 6.73 (s, 1H), 7.04 (q, 1H, J=4.3 Hz), 7.35 (d, 1H, J=7.6 Hz), 7.43 (s, 1H), 8.36 (d, 1H, J=4.0 Hz). Reactants: OC1=CC=C(C=C1)CCCC(=O)O (4-(4-Hydroxyphenyl)butanoic acid), O1C(CCCC1)ON (O-(tetrahydro-2H-pyran-2-yl)hydroxylamine), 1-ethyl-3-(3-dimethyllaminopropyl)carbodiimide hydrochloride. The solvent is ClCCl (dichloromethane). Reaction conditions: time 2 hour. Yields the product OC1=CC=C(C=C1)CCCC(=O)NOC1OCCCC1 (4-(4-hydroxyphenyl)-N-(tetrahydro-2H-pyran-2-yloxy)butanamide). Yield: 60.1%. RXN SMILES: [OH:1][C:2]1[CH:7]=[CH:6][C:5]([CH2:8][CH2:9][CH2:10][C:11]([OH:13])=O)=[CH:4][CH:3]=1.[O:14]1[CH2:19][CH2:18][CH2:17][CH2:16][CH:15]1[O:20][NH2:21]>ClCCl>[OH:1][C:2]1[CH:3]=[CH:4][C:5]([CH2:8][CH2:9][CH2:10][C:11]([NH:21][O:20][CH:15]2[CH2:16][CH2:17][CH2:18][CH2:19][O:14]2)=[O:13])=[CH:6][CH:7]=1. Procedure details: A mixture of 4-(4-Hydroxyphenyl)butanoic acid (0.90 g, 5 mmol), O-(tetrahydro-2H-pyran-2-yl)hydroxylamine (0.59 g, 5 mmol) and 1-ethyl-3-(3-dimethyllaminopropyl)carbodiimide hydrochloride (1.15 g, 6 mmol) in 50 mL dichloromethane was stirred at room temperature for 2 h (monitored by TLC). The mixture was extracted with water and dried over magnesium sulfate. The residue was purified by chromatography (MeOH:DCM=1:50) to give the title compound (0.84 g, 65%). NMR (400 MHz in DMSO, Bruker AVANCE-40... Starting materials: C1(C=CCCC1)=O (cyclohexen-1-one), C(C)(C)(C)C1=CC=C(C=C1)B(O)O (4-(tertbutyl)-phenylboronic acid), S-BINAP, CN(C1=CC=C(C=C1)B(O)O)C (4-(dimethylamino)-phenylboronic acid). Product: CN(C1=CC=C(C=C1)[C@@H]1CC(CC1)=O)C ((S)-3-(4-(dimethylamino)phenyl)cyclopentanone). As a reaction SMILES: [C:1]1(=[O:7])[CH2:6][CH2:5][CH2:4][CH:3]=C1.[CH3:8][N:9]([CH3:19])[C:10]1[CH:15]=[CH:14][C:13](B(O)O)=[CH:12][CH:11]=1.C(C1C=CC(B(O)O)=CC=1)(C)(C)C>>[CH3:8][N:9]([CH3:19])[C:10]1[CH:15]=[CH:14][C:13]([C@H:5]2[CH2:4][CH2:3][C:1](=[O:7])[CH2:6]2)=[CH:12][CH:11]=1. Procedure details: The title compound was prepared using the procedure as described in Example 28A, substituting 2-cyclopenten-1-one for cyclohexen-1-one, S-BINAP and 4-(dimethylamino)-phenylboronic acid for 4-(tertbutyl)-phenylboronic acid. The mixture was purified on SiO2 (hexane/ethyl acetate 4/1) to provide the title compound. [α]D=−22.31 c=1.0 (CH3OH). 1H NMR (CD3OD, 300 MHz); δ 1.85-2.01 (m, 1H), 2.21-2.40 (m, 4H), 2.42-2.50 (m, 1H), 2.88 (s, 6H), 3.29-3.39 (m, 1H), 6.78-6.81 (m, 2H), 7.11-7.21 (m, 2H). MS (... The product is NCCC1CCOc2cc(S(=O)(=O)c3ccccc3)ccc21. The reactants are B, C1CCOC1, CN(C)C=O, N#CCC1CCOc2cc(S(=O)(=O)c3ccccc3)ccc21. RXN SMILES: [BH3:23].[CH2:29]1[O:30][CH2:31][CH2:32][CH2:33]1.[O:24]=[CH:25][N:26]([CH3:27])[CH3:28].[c:1]1([S:7](=[O:8])(=[O:9])[c:10]2[cH:11][cH:12][c:13]3[c:18]([cH:19]2)[O:17][CH2:16][CH2:15][CH:14]3[CH2:20][C:21]#[N:22])[cH:2][cH:3][cH:4][cH:5][cH:6]1>>[c:1]1([S:7](=[O:8])(=[O:9])[c:10]2[cH:11][cH:12][c:13]3[c:18]([cH:19]2)[O:17][CH2:16][CH2:15][CH:14]3[CH2:20][CH2:21][NH2:22])[cH:2][cH:3][cH:4][cH:5][cH:6]1. Reactants: ClC1=C(C(=O)OC)C=C(C(=N1)C#N)Cl (methyl 2,5-dichloro-6-cyanonicotinate), FC=1C=C(C=C(C1)F)B(O)O ((3,5-difluorophenyl)boronic acid), C([O-])([O-])=O.[K+].[K+] (potassium carbonate). The reagents and catalysts are Cl[Pd]([P](C1=CC=CC=C1)(C2=CC=CC=C2)C3=CC=CC=C3)([P](C4=CC=CC=C4)(C5=CC=CC=C5)C6=CC=CC=C6)Cl (Bis(triphenylphosphine)palladium(II) chloride). Solvent: O (water), O1CCOCC1 (1,4-dioxane). Conditions: temperature 80 celsius. The product is ClC=1C(=NC(=C(C(=O)OC)C1)C1=CC(=CC(=C1)F)F)C#N (Methyl 5-chloro-6-cyano-2-(3,5-difluorophenyl)nicotinate). The yield is 94.2%. RXN SMILES: Cl[C:2]1[N:11]=[C:10]([C:12]#[N:13])[C:9]([Cl:14])=[CH:8][C:3]=1[C:4]([O:6][CH3:7])=[O:5].[F:15][C:16]1[CH:17]=[C:18](B(O)O)[CH:19]=[C:20]([F:22])[CH:21]=1.C(=O)([O-])[O-].[K+].[K+]>O.O1CCOCC1.Cl[Pd](Cl)([P](C1C=CC=CC=1)(C1C=CC=CC=1)C1C=CC=CC=1)[P](C1C=CC=CC=1)(C1C=CC=CC=1)C1C=CC=CC=1>[Cl:14][C:9]1[C:10]([C:12]#[N:13])=[N:11][C:2]([C:18]2[CH:17]=[C:16]([F:15])[CH:21]=[C:20]([F:22])[CH:19]=2)=[C:3]([CH:8]=1)[C:4]([O:6][CH3:7])=[O:5] |f:2.3.4,^1:41,60|. Reported procedure: A solution of methyl 2,5-dichloro-6-cyanonicotinate (2.0 g, 8.6 mmol), (3,5-difluorophenyl)boronic acid (1.5 g, 9.5 mmol) and potassium carbonate (2.6 g, 19 mmol) in water (16 mL) and 1,4-dioxane (41 mL) were bubbled with nitrogen gas (10 minutes). Bis(triphenylphosphine)palladium(II) chloride (0.67 g, 0.95 mmol) was added and the mixture was bubbled with nitrogen gas (10 minutes). The mixture was heated at 80° C. for 1 hour and diluted with ethyl acetate and water. The aqueous layer was separat... Reactants: COC1=CC=C(C=C1)B(O)O (4-methoxyphenylboronic acid), ClC1=NC=CC(=N1)Cl (2,4-dichloropyrimidine), solution, C(=O)([O-])[O-].[Na+].[Na+] (Na2CO3). The reagents and catalysts are C=1C=CC(=CC1)[P](C=2C=CC=CC2)(C=3C=CC=CC3)[Pd]([P](C=4C=CC=CC4)(C=5C=CC=CC5)C=6C=CC=CC6)([P](C=7C=CC=CC7)(C=8C=CC=CC8)C=9C=CC=CC9)[P](C=1C=CC=CC1)(C=1C=CC=CC1)C=1C=CC=CC1 (Pd(PPh3)4). The solvent is C(C)#N (acetonitrile). Reaction conditions: temperature 90 celsius. Product: ClC1=NC=CC(=N1)C1=CC=C(C=C1)OC (2-Chloro-4-(4-methoxy-phenyl)-pyrimidine). The yield is 98.0%. Reaction SMILES: [CH3:1][O:2][C:3]1[CH:8]=[CH:7][C:6](B(O)O)=[CH:5][CH:4]=1.[Cl:12][C:13]1[N:18]=[C:17](Cl)[CH:16]=[CH:15][N:14]=1.C([O-])([O-])=O.[Na+].[Na+]>C(#N)C.C1C=CC([P]([Pd]([P](C2C=CC=CC=2)(C2C=CC=CC=2)C2C=CC=CC=2)([P](C2C=CC=CC=2)(C2C=CC=CC=2)C2C=CC=CC=2)[P](C2C=CC=CC=2)(C2C=CC=CC=2)C2C=CC=CC=2)(C2C=CC=CC=2)C2C=CC=CC=2)=CC=1>[Cl:12][C:13]1[N:18]=[C:17]([C:6]2[CH:7]=[CH:8][C:3]([O:2][CH3:1])=[CH:4][CH:5]=2)[CH:16]=[CH:15][N:14]=1 |f:2.3.4,^1:32,34,53,72|. Procedure details: To a solution of 4-methoxyphenylboronic acid (3.0 g, 19.7 mmol) and 2,4-dichloropyrimidine (5.9 g, 39.0 mmol) in dry acetonitrile (120 mL) was added a 0.4 M solution of Na2CO3 (120 mL) followed by Pd(PPh3)4 (400 mg, 0.35 mmol). The suspension was degassed and heated at 90° C. for 16 h, cooled down and concentrated to produce a precipitate which was collected by filtration, washed with water, dried and purified by flash chromatography on silica gel (EtOAc/CH2Cl2: 5/95) to afford the title compoun... Reactants: [I-].[Na+] (sodium iodide), C(OCCNC(C)=O)(OCCl)=O ([2-(acetylamino)ethyl] chloromethyl carbonate), ice water. Run in C(C)#N (acetonitrile). Conditions: temperature 60 celsius, time 2 hour. The product is C(OCCNC(C)=O)(OCI)=O ([2-(acetylamino)ethyl] iodomethyl carbonate). Isolated yield 47.7%. As a reaction SMILES: [C:1](=[O:12])([O:9][CH2:10]Cl)[O:2][CH2:3][CH2:4][NH:5][C:6](=[O:8])[CH3:7].[I-:13].[Na+]>C(#N)C>[C:1](=[O:12])([O:9][CH2:10][I:13])[O:2][CH2:3][CH2:4][NH:5][C:6](=[O:8])[CH3:7] |f:1.2|. Procedure details: [2-(acetylamino)ethyl] chloromethyl carbonate (5.0 g) was dissolved in acetonitrile (15 ml), and sodium iodide (15.0 g) was added. The mixture was stirred at 60° C. for 2 hours under an argon atmosphere. The reaction mixture was poured into ice water (200 ml) and extracted with ethyl acetate (200 ml). The extract was washed with an aqueous 5% sodium thiosulfate solution (100 ml×2), water (100 ml×2) and a saturated sodium chloride aqueous solution (50 ml) successively. After drying over anhydrous...